Task: describe an organic reaction: reactants, conditions, products, and yield. Dataset: the Open Reaction Database (ORD), a public repository of structured organic reaction records The reactants are C(C)(C)(C)OC(=O)N1CCC=2C(=NNC2CC1)C1=CC=C(C=C1)Cl (3-(4-chloro-phenyl)-4,5,7,8-tetrahydro-1H-1,2,6-triaza-azulene-6-carboxylic acid tert-butyl ester), FC1=C(CCl)C=CC=C1 (2-fluorobenzyl chloride). Yields the product ClC1=CC=C(C=C1)C1=NN(C=2CCNCCC12)CC1=C(C=CC=C1)F (3-(4-Chloro-phenyl)-1-(2-fluoro-benzyl)-1,4,5,6,7,8-hexahydro-1,2,6-triaza-azulene). Isolated yield 59.0%. RXN SMILES: C(OC([N:8]1[CH2:17][CH2:16][C:15]2[NH:14][N:13]=[C:12]([C:18]3[CH:23]=[CH:22][C:21]([Cl:24])=[CH:20][CH:19]=3)[C:11]=2[CH2:10][CH2:9]1)=O)(C)(C)C.[F:25][C:26]1[CH:33]=[CH:32][CH:31]=[CH:30][C:27]=1[CH2:28]Cl>>[Cl:24][C:21]1[CH:20]=[CH:19][C:18]([C:12]2[C:11]3[CH2:10][CH2:9][NH:8][CH2:17][CH2:16][C:15]=3[N:14]([CH2:28][C:27]3[CH:30]=[CH:31][CH:32]=[CH:33][C:26]=3[F:25])[N:13]=2)=[CH:23][CH:22]=1. Procedure: The title compound (0.042 g) was prepared from 3-(4-chloro-phenyl)-4,5,7,8-tetrahydro-1H-1,2,6-triaza-azulene-6-carboxylic acid tert-butyl ester (Example 103, Step B; 0.2 mmol) using 2-fluorobenzyl chloride (0.3 mmol) in place of 2-chloromethyl-thiophene. MS (ESI): exact mass calculated for C20H19ClFN3, 355.13. found, m/z 356.2 [M+H]+. 1H NMR (500 MHz, CD3OD): 7.55-7.48 (br m, 4H), 7.39-3.37 (br m, 1H), 7.20-7.14 (m, 3H), 5.54 (s, 2H), 3.48-3.46 (br m, 2H), 3.40-3.38 (br m, 2H), 3.31-3.29 (br m,... The reactants are BrC1=C(C=CC(=C1)F)OC=C (2-bromo-4-fluoro-1-vinyloxy-benzene), ice-salt-MeOH, ICI (Diiodomethane), C(C)[Zn]CC (Diethyl zinc). Run in ClC(C)Cl (dichloroethane), ClC(C)Cl (dichloroethane). Conditions: time 72 hour. The product is BrC1=C(C=CC(=C1)F)OC1CC1 (2-Bromo-1-cyclopropoxy-4-fluoro-benzene). Yield: 8.7%. RXN SMILES: [CH2:1]([Zn]CC)C.[Br:6][C:7]1[CH:12]=[C:11]([F:13])[CH:10]=[CH:9][C:8]=1[O:14][CH:15]=[CH2:16].ICI>ClC(Cl)C>[Br:6][C:7]1[CH:12]=[C:11]([F:13])[CH:10]=[CH:9][C:8]=1[O:14][CH:15]1[CH2:1][CH2:16]1. Procedure details: Diethyl zinc (1M in toluene, 23 ml, 23 mmol) was added under nitrogen with stirring to a solution of 2-bromo-4-fluoro-1-vinyloxy-benzene (Preparation 88, 1.0 g, 4.61 mmol) in dichloroethane (45 ml) at −10° C. (ice-salt-MeOH), taking care to maintain the temperature below 0° C. Diiodomethane (6.17 g, 23 mmol) in dichloroethane (10 ml) was then added via a syringe to the reaction mixture over 5 minutes ensuring that the reaction mixture remained at a temperature below +5° C. (internal temp). The r...